From a dataset of the Open Reaction Database (ORD), a public repository of structured organic reaction records. describe an organic reaction: reactants, conditions, products, and yield The reactants are [OH-].[Li+] (lithium hydroxide), COC(C1=CC(=NC(=C1)OS(=O)(=O)C)NC(C)CC)=O (2-sec-butylamino-6-methanesulfonyloxy-isonicotinic acid methyl ester), Cl (HCl). Solvent: C1CCOC1 (THF). Conditions: time 12 hour. Product: C(C)(CC)NC=1C=C(C(=O)O)C=C(N1)OS(=O)(=O)C (2-sec-Butylamino-6-methanesulfonyloxy-isonicotinic acid). As a reaction SMILES: [OH-].[Li+].C[O:4][C:5](=[O:22])[C:6]1[CH:11]=[C:10]([O:12][S:13]([CH3:16])(=[O:15])=[O:14])[N:9]=[C:8]([NH:17][CH:18]([CH2:20][CH3:21])[CH3:19])[CH:7]=1.Cl>C1COCC1>[CH:18]([NH:17][C:8]1[CH:7]=[C:6]([CH:11]=[C:10]([O:12][S:13]([CH3:16])(=[O:15])=[O:14])[N:9]=1)[C:5]([OH:22])=[O:4])([CH2:20][CH3:21])[CH3:19] |f:0.1|. Procedure: Add 1 N lithium hydroxide (2 mL) to a solution of 2-sec-butylamino-6-methanesulfonyloxy-isonicotinic acid methyl ester (235 mg, 0.743 mmol) in THF (15 mL) at 0° C. Warm to room temperature and stir for 12 h. Acidify with 5% aqueous HCl to about pH=3, extract with ethyl acetate, dry (magnesium sulfate), and concentrate to give the title compound. Reactants: O[C@@H]1[C@@H]2[C@H](O[C@H]3[C@H]1OC(OC3)(C)C)C2C(=O)OCC (Ethyl (4aR,5aS,6aR,7R,7aS)-7-hydroxy-2,2-dimethylhexahydro-4H-cyclopropa[5,6]pyrano[3,2-d][1,3]dioxine-6-carboxylate), [H-].[Na+] (NaH), S(N)(=O)(=O)Cl (sulfamoyl chloride). Run in CN(C)C=O (DMF). Conditions: temperature 0 celsius, time 30 minute. Product: CC1(OC[C@@H]2[C@@H](O1)[C@@H]([C@@H]1[C@H](O2)C1C(=O)OCC)OS(N)(=O)=O)C (ethyl (4aR,5aS,6aS,7R,7aR)-2,2-dimethyl-7-(sulfamoyloxy)hexahydro-4H-cyclopropa[5,6]pyrano[3,2-d][1,3]dioxine-6-carboxylate). Isolated yield 80.0%. Reaction SMILES: [OH:1][C@H:2]1[C@@H:7]2[O:8][C:9]([CH3:13])([CH3:12])[O:10][CH2:11][C@H:6]2[O:5][C@@H:4]2[CH:14]([C:15]([O:17][CH2:18][CH3:19])=[O:16])[C@H:3]12.[H-].[Na+].[S:22](Cl)(=[O:25])(=[O:24])[NH2:23]>CN(C=O)C>[CH3:12][C:9]1([CH3:13])[O:8][C@H:7]2[C@H:2]([O:1][S:22](=[O:25])(=[O:24])[NH2:23])[C@H:3]3[CH:14]([C:15]([O:17][CH2:18][CH3:19])=[O:16])[C@H:4]3[O:5][C@@H:6]2[CH2:11][O:10]1 |f:1.2|. Procedure: Compound 6a (0.28 g, 1.0 mmol) was added to a dry 3-neck flask containing NaH (60% dispersion in mineral oil, 0.12 g, 3.1 mmol) in DMF (10 mL) at 0° C. After 30 min at 0° C., sulfamoyl chloride (0.36 g, 3.1 mmol) was added in portions, and the reaction was stirred for an additional 1 hour at 0° C. The reaction mixture was quenched with H2O at 0° C. and diluted with ice cold H2O (20 mL) and dichloromethane (50 mL). The aqueous layer was removed, and the organic layer was washed with ice cold wate...